This data is from the Open Reaction Database (ORD), a public repository of structured organic reaction records. The task is: describe an organic reaction: reactants, conditions, products, and yield Starting materials: COC(=O)C=1NC2=CC=C3C(=C2C1)OCO3 (4,5-methylenedioxyindole-2-carboxylic acid methyl ester), [Mg] (magnesium), [Mg] (magnesium). Yields the product C1OC2=C3CC(NC3=CC=C2O1)C(=O)O (4,5-Methylenedioxyindoline-2(R/S)-carboxylic acid). Reaction SMILES: C[O:2][C:3]([C:5]1[NH:6][C:7]2[C:12]([CH:13]=1)=[C:11]1[O:14][CH2:15][O:16][C:10]1=[CH:9][CH:8]=2)=[O:4].[Mg]>>[CH2:15]1[O:16][C:10]2[C:11](=[C:12]3[C:7](=[CH:8][CH:9]=2)[NH:6][CH:5]([C:3]([OH:4])=[O:2])[CH2:13]3)[O:14]1. Procedure: This compound was prepared from 4,5-methylenedioxyindole-2-carboxylic acid methyl ester as described in example 1. However this time 10 equivalence of magnesium turnings were used instead of 2-3 eq. of magnesium turnings. The product was purified by column chromatography on silica gel using 7:3 petroleum spirit:ethyl acetate as eluent. Reactants: C1CCOC1, Fc1ccc(OC(F)(F)c2ccc(-c3ccc(C(F)(F)F)cc3)cc2)c(CBr)c1, c1ccc(P(c2ccccc2)c2ccccc2)cc1. Yields the product [Br-], Fc1ccc(OC(F)(F)c2ccc(-c3ccc(C(F)(F)F)cc3)cc2)c(C[P+](c2ccccc2)(c2ccccc2)c2ccccc2)c1. RXN SMILES: [CH2:49]1[O:50][CH2:51][CH2:52][CH2:53]1.[F:1][C:2]([c:3]1[cH:4][cH:5][c:6](-[c:9]2[cH:10][cH:11][c:12]([C:15]([F:16])([F:17])[F:18])[cH:13][cH:14]2)[cH:7][cH:8]1)([F:19])[O:20][c:21]1[c:22]([CH2:28][Br:29])[cH:23][c:24]([F:27])[cH:25][cH:26]1.[c:30]1([P:36]([c:37]2[cH:38][cH:39][cH:40][cH:41][cH:42]2)[c:43]2[cH:44][cH:45][cH:46][cH:47][cH:48]2)[cH:31][cH:32][cH:33][cH:34][cH:35]1>>[Br-:29].[F:1][C:2]([c:3]1[cH:4][cH:5][c:6](-[c:9]2[cH:10][cH:11][c:12]([C:15]([F:16])([F:17])[F:18])[cH:13][cH:14]2)[cH:7][cH:8]1)([F:19])[O:20][c:21]1[c:22]([CH2:28][P+:36]([c:30]2[cH:31][cH:32][cH:33][cH:34][cH:35]2)([c:37]2[cH:38][cH:39][cH:40][cH:41][cH:42]2)[c:43]2[cH:44][cH:45][cH:46][cH:47][cH:48]2)[cH:23][c:24]([F:27])[cH:25][cH:26]1.